From a dataset of the Open Reaction Database (ORD), a public repository of structured organic reaction records. describe an organic reaction: reactants, conditions, products, and yield Reactants: FC=1C=C(C=C(C1)F)CC(=O)N[C@@H](C)C(=O)O (N-(3,5-Difluorophenylacetyl)-L-alanine), NC1C(NC(C2=CC=CC=C12)C1=CC=NC=C1)=O (4-Amino-1-(pyrid-4-yl)-1,2,3,4-tetrahydroisoquinolin-3-one). Yields the product FC=1C=C(C=C(C1)F)CC(=O)N[C@@H](C)C(=O)NC1C(NC(C2=CC=CC=C12)C1=CC=NC=C1)=O (4-(N′-(3,5-Difluorophenylacetyl)-L-alaninyl)amino-1-(pyrid-4-yl)-1,2,3,4-tetrahydroisoquinolin-3-one). RXN SMILES: [F:1][C:2]1[CH:3]=[C:4]([CH2:9][C:10]([NH:12][C@H:13]([C:15]([OH:17])=O)[CH3:14])=[O:11])[CH:5]=[C:6]([F:8])[CH:7]=1.[NH2:18][CH:19]1[C:28]2[C:23](=[CH:24][CH:25]=[CH:26][CH:27]=2)[CH:22]([C:29]2[CH:34]=[CH:33][N:32]=[CH:31][CH:30]=2)[NH:21][C:20]1=[O:35]>>[F:8][C:6]1[CH:5]=[C:4]([CH2:9][C:10]([NH:12][C@H:13]([C:15]([NH:18][CH:19]2[C:28]3[C:23](=[CH:24][CH:25]=[CH:26][CH:27]=3)[CH:22]([C:29]3[CH:30]=[CH:31][N:32]=[CH:33][CH:34]=3)[NH:21][C:20]2=[O:35])=[O:17])[CH3:14])=[O:11])[CH:3]=[C:2]([F:1])[CH:7]=1. Procedure details: Following General Procedure D above using N-(3,5-difluorophenylacetyl)-L-alanine (Example B) and 4-amino-1-(pyrid-4-yl)-1,2,3,4-tetrahydroisoquinoline-3-one (Example 5-B), the title compound was prepared as a solid having a melting point of 100° C. Product: alcohol, CS(=O)(=O)NC1C(CCCC1)O (2-[(methylsulfonyl)amino]cyclohexanol). Procedure: In a nitrogen atmosphere, a mixture of 108 g of 1,2-epoxycyclohexane, 95.1 g of methanesulfonamide, 11.2 g of t-butoxypotassium, and 1,000 g of tetrahydrofuran was heated under reflux for 100 hours. The reaction solution was neutralized with hydrochloric acid and then subjected to conventional aqueous work-up. Purification by column chromatography yielded an alcohol compound, 2-[(methylsulfonyl)amino]cyclohexanol. In a nitrogen atmosphere, the alcohol compound was combined with 111 g of triethyl... Reaction SMILES: [O:1]1[CH:3]2[CH2:4][CH2:5][CH2:6][CH2:7][CH:2]12.[CH3:8][S:9]([NH2:12])(=[O:11])=[O:10].C(O[K])(C)(C)C.Cl>O1CCCC1>[CH3:8][S:9]([NH:12][CH:3]1[CH2:4][CH2:5][CH2:6][CH2:7][CH:2]1[OH:1])(=[O:11])=[O:10]. Reactants: Cl (hydrochloric acid), O1C2C1CCCC2 (1,2-epoxycyclohexane), CS(=O)(=O)N (methanesulfonamide), C(C)(C)(C)O[K] (t-butoxypotassium). Run in O1CCCC1 (tetrahydrofuran). Starting materials: C(C1=CC=CC=C1)=O (benzaldehyde), C(C)O (ethanol), C1(=CC=C(C=C1)C=C(S(=O)(=O)C1=CC=CC=C1)C#N)C (1-p-Tolyl-2-cyano-2-phenylsulfonyl-ethylene), potassium-tert. butylate. Run in CN(C=O)C (dimethylformamide), CN(C=O)C (dimethylformamide). Product: C1(=CC=C(C=C1)C=C(S(=O)(=O)C1=CC=CC=C1)C#N)C=CC1=CC=CC=C1 (1-(stilbene-4-yl)-2-cyano-2-phenylsulfonylethylene). Isolated yield 63.0%. As a reaction SMILES: [C:1]1([CH3:20])[CH:6]=[CH:5][C:4]([CH:7]=[C:8]([C:18]#[N:19])[S:9]([C:12]2[CH:17]=[CH:16][CH:15]=[CH:14][CH:13]=2)(=[O:11])=[O:10])=[CH:3][CH:2]=1.[CH:21](=O)[C:22]1[CH:27]=[CH:26][CH:25]=[CH:24][CH:23]=1.C(O)C>CN(C)C=O>[C:1]1([CH:20]=[CH:21][C:22]2[CH:27]=[CH:26][CH:25]=[CH:24][CH:23]=2)[CH:2]=[CH:3][C:4]([CH:7]=[C:8]([C:18]#[N:19])[S:9]([C:12]2[CH:13]=[CH:14][CH:15]=[CH:16][CH:17]=2)(=[O:11])=[O:10])=[CH:5][CH:6]=1. Procedure: 12.48 g (20 mmole) of the triphenylphosphonium bromide of Example 1 c) were dissolved in 200 ml of absolute dimethylformamide at 70° C, by stirring and under an atmosphere of nitrogen. After the mixture had cooled to 30° to 35° C, 2.24 g (20 mmole) of potassium-tert. butylate were introduced and the whole was stirred again for 5 minutes. The solution of 2.12 g (20 mmole) of benzaldehyde in 20 ml of absolute dimethylformamide was added dropwise within 10 minutes to the violet solution and the who... Reaction SMILES: [CH3:1][C:2]1[C:11]([CH2:12][CH2:13]Cl)=[C:10](Cl)[C:9]2[C:4](=[C:5]([O:16][CH3:17])[CH:6]=[CH:7][CH:8]=2)[N:3]=1.Cl.[CH3:19][C:20]1[CH:26]=[CH:25][CH:24]=[CH:23][C:21]=1[NH2:22]>C(O)CCC>[CH3:19][C:20]1[CH:26]=[CH:25][CH:24]=[CH:23][C:21]=1[N:22]1[C:10]2[C:9]3[CH:8]=[CH:7][CH:6]=[C:5]([O:16][CH3:17])[C:4]=3[N:3]=[C:2]([CH3:1])[C:11]=2[CH2:12][CH2:13]1 |f:1.2|. Solvent: C(CCC)O (1-butanol). The yield is 21.6%. Starting materials: CC1=NC2=C(C=CC=C2C(=C1CCCl)Cl)OC (2-Methyl-3-(2-chloroethyl)-4-chloro-8-methoxyquinoline), Cl.CC1=C(N)C=CC=C1 (2-methylaniline hydrochloride). Reported procedure: 2-Methyl-3-(2-chloroethyl)-4-chloro-8-methoxyquinoline (8.37 g, 31 mmol) and 2-methylaniline hydrochloride (4.45 g, 31 mmol) in 1-butanol (100 ml) were heated at reflux for 5 days, then the solvent evaporated, the crude product taken up in dichloromethane, washed with aqueous sodium bicarbonate, dried and evaporated. Chromatography (silica gel, 2% methanolic ammonia in dichloromethane) and recrystallisation from aqueous ethanol gave 1-(2-methylphenyl)-4-methyl-6-methoxy-2,3-dihydropyrrolo[3,2-c]... Product: CC1=C(C=CC=C1)N1CCC=2C(=NC=3C(=CC=CC3C21)OC)C (1-(2-methylphenyl)-4-methyl-6-methoxy-2,3-dihydropyrrolo[3,2-c]quinoline).